Dataset: the Open Reaction Database (ORD), a public repository of structured organic reaction records. Task: describe an organic reaction: reactants, conditions, products, and yield Reactants: CC(=O)NC(Cc1ccccc1)C(=O)O, ClCCl, CCCCCNC(=O)C(N)Cc1ccc(N2CC(=O)N(Cc3ccc(OC)cc3)S2(=O)=O)cc1, On1nnc2ccccc21. Product: CCCCCNC(=O)C(Cc1ccc(N2CC(=O)N(Cc3ccc(OC)cc3)S2(=O)=O)cc1)NC(=O)C(Cc1ccccc1)NC(C)=O. Reaction SMILES: [C:11]([CH3:12])(=[O:13])[NH:14][CH:15]([C:16](=[O:17])[OH:18])[CH2:19][c:20]1[cH:21][cH:22][cH:23][cH:24][cH:25]1.[Cl:60][CH2:61][Cl:62].[NH2:26][CH:27]([C:28](=[O:29])[NH:30][CH2:31][CH2:32][CH2:33][CH2:34][CH3:35])[CH2:36][c:37]1[cH:38][cH:39][c:40]([N:43]2[S:44](=[O:58])(=[O:59])[N:45]([CH2:49][c:50]3[cH:51][cH:52][c:53]([O:56][CH3:57])[cH:54][cH:55]3)[C:46](=[O:48])[CH2:47]2)[cH:41][cH:42]1.[OH:1][n:2]1[c:3]2[c:4]([cH:5][cH:6][cH:7][cH:8]2)[n:9][n:10]1>>[C:11]([CH3:12])(=[O:13])[NH:14][CH:15]([C:16](=[O:17])[NH:26][CH:27]([C:28](=[O:29])[NH:30][CH2:31][CH2:32][CH2:33][CH2:34][CH3:35])[CH2:36][c:37]1[cH:38][cH:39][c:40]([N:43]2[S:44](=[O:58])(=[O:59])[N:45]([CH2:49][c:50]3[cH:51][cH:52][c:53]([O:56][CH3:57])[cH:54][cH:55]3)[C:46](=[O:48])[CH2:47]2)[cH:41][cH:42]1)[CH2:19][c:20]1[cH:21][cH:22][cH:23][cH:24][cH:25]1. Starting materials: BrCc1ccc(-c2ccccc2)cc1, CCOC(C)=O, COc1ccc(-c2ccccc2)c2c1CCC(=O)N2, [H-], [Na+], CN(C)C=O, O. Yields the product COc1ccc(-c2ccccc2)c2c1CCC(=O)N2Cc1ccc(-c2ccccc2)cc1. Reaction SMILES: [Br:27][CH2:28][c:29]1[cH:30][cH:31][c:32](-[c:35]2[cH:36][cH:37][cH:38][cH:39][cH:40]2)[cH:33][cH:34]1.[CH3:41][CH2:42][O:43][C:44](=[O:45])[CH3:46].[CH3:8][O:9][c:10]1[c:11]2[c:16]([c:17](-[c:20]3[cH:21][cH:22][cH:23][cH:24][cH:25]3)[cH:18][cH:19]1)[NH:15][C:14](=[O:26])[CH2:13][CH2:12]2.[H-:1].[Na+:2].[O:3]=[CH:4][N:5]([CH3:6])[CH3:7].[OH2:47]>>[CH3:8][O:9][c:10]1[c:11]2[c:16]([c:17](-[c:20]3[cH:21][cH:22][cH:23][cH:24][cH:25]3)[cH:18][cH:19]1)[N:15]([CH2:28][c:29]1[cH:30][cH:31][c:32](-[c:35]3[cH:36][cH:37][cH:38][cH:39][cH:40]3)[cH:33][cH:34]1)[C:14](=[O:26])[CH2:13][CH2:12]2. Reactants: BrC1=CC2=C(N1CC)C(N(C2=O)C2=C(C=CC(=C2)Cl)C)C2=CC=C(C=C2)Cl (2-bromo-5-(5-chloro-2-methyl-phenyl)-6-(4-chloro-phenyl)-1-ethyl-5,6-dihydro-1H-pyrrolo[3,4-b]pyrrol-4-one), BrC1=CC2=C(N1C(C)C)C(N(C2=O)C2=C(C=CC(=C2)Cl)C)C2=CC=C(C=C2)Cl (2-bromo-5-(5-chloro-2-methyl-phenyl)-6-(4-chloro-phenyl)-1-isopropyl-5,6-dihydro-1H-pyrrolo[3,4-b]pyrrol-4-one), COC1=NC(=NC=C1B1OC(C(O1)(C)C)(C)C)N (4-methoxy-5-(4,4,5,5-tetramethyl-[1,3,2]dioxaborolan-2-yl)-pyrimidin-2-ylamine), BrC1=CC2=C(N1CC)C(N(C2=O)C2=C(C=CC(=C2)Cl)C)C2=CC=C(C=C2)Cl (2-bromo-5-(5-chloro-2-methyl-phenyl)-6-(4-chloro-phenyl)-1-ethyl-5,6-dihydro-1H-pyrrolo[3,4-b]pyrrol-4-one), COC1=NC=C(C(=N1)OC)B(O)O (2,4-dimethoxypyrimidine-5-boronic acid). Product: ClC=1C=CC(=C(C1)N1C(C=2N(C(=CC2C1=O)C=1C(=NC(=NC1)OC)OC)CC)C1=CC=C(C=C1)Cl)C (5-(5-Chloro-2-methyl-phenyl)-6-(4-chloro-phenyl)-2-(2,4-dimethoxy-pyrimidin-5-yl)-1-ethyl-5,6-dihydro-1H-pyrrolo[3,4-b]pyrrol-4-one). As a reaction SMILES: Br[C:2]1[N:6]([CH2:7][CH3:8])[C:5]2[CH:9]([C:21]3[CH:26]=[CH:25][C:24]([Cl:27])=[CH:23][CH:22]=3)[N:10]([C:13]3[CH:18]=[C:17]([Cl:19])[CH:16]=[CH:15][C:14]=3[CH3:20])[C:11](=[O:12])[C:4]=2[CH:3]=1.[CH3:28][O:29][C:30]1[N:35]=[C:34]([O:36][CH3:37])[C:33](B(O)O)=[CH:32][N:31]=1.BrC1N(C(C)C)C2C(C3C=CC(Cl)=CC=3)N(C3C=C(Cl)C=CC=3C)C(=O)C=2C=1.COC1C(B2OC(C)(C)C(C)(C)O2)=CN=C(N)N=1>>[Cl:19][C:17]1[CH:16]=[CH:15][C:14]([CH3:20])=[C:13]([N:10]2[C:11](=[O:12])[C:4]3[CH:3]=[C:2]([C:33]4[C:34]([O:36][CH3:37])=[N:35][C:30]([O:29][CH3:28])=[N:31][CH:32]=4)[N:6]([CH2:7][CH3:8])[C:5]=3[CH:9]2[C:21]2[CH:26]=[CH:25][C:24]([Cl:27])=[CH:23][CH:22]=2)[CH:18]=1. Procedure details: The title compound was prepared in analogy to the procedure described for Example 25 but 2-bromo-5-(5-chloro-2-methyl-phenyl)-6-(4-chloro-phenyl)-1-ethyl-5,6-dihydro-1H-pyrrolo[3,4-b]pyrrol-4-one (Intermediate K) and 2,4-dimethoxypyrimidine-5-boronic acid were used instead of 2-bromo-5-(5-chloro-2-methyl-phenyl)-6-(4-chloro-phenyl)-1-isopropyl-5,6-dihydro-1H-pyrrolo[3,4-b]pyrrol-4-one and 4-methoxy-5-(4,4,5,5-tetramethyl-[1,3,2]dioxaborolan-2-yl)-pyrimidin-2-ylamine respectively. The product was... Reactants: NC=1SC(=CC1C#N)C (2-amino-5-methylthiophene-3-carbonitrile), FC1=C(C=CC=C1)[N+](=O)[O-] (1-fluoro-2-nitrobenzene), [OH-].[K+] (potassium hydroxide). Solvent: O (water), CS(=O)C (dimethylsulfoxide). Run at time 8 hour. Product: CC1=CC(=C(S1)NC1=C(C=CC=C1)[N+](=O)[O-])C#N (5-methyl-2-((2-nitrophenyl)amino)thiophene-3-carbonitrile). As a reaction SMILES: [NH2:1][C:2]1[S:3][C:4]([CH3:9])=[CH:5][C:6]=1[C:7]#[N:8].F[C:11]1[CH:16]=[CH:15][CH:14]=[CH:13][C:12]=1[N+:17]([O-:19])=[O:18].[OH-].[K+]>CS(C)=O.O>[CH3:9][C:4]1[S:3][C:2]([NH:1][C:11]2[CH:16]=[CH:15][CH:14]=[CH:13][C:12]=2[N+:17]([O-:19])=[O:18])=[C:6]([C:7]#[N:8])[CH:5]=1 |f:2.3|. Procedure: To a solution of 2-amino-5-methylthiophene-3-carbonitrile (13.8 g, 100 mmol) and 1-fluoro-2-nitrobenzene (16.92 g, 120 mmol) in dimethylsulfoxide was added potassium hydroxide (11.2 g, 200 mmol). The reaction mixture was stirred at room temperature overnight. The mixture was diluted with water, and the resulting suspension was filtered. The filtered cake was dried to give 5-methyl-2-((2-nitrophenyl)amino)thiophene-3-carbonitrile as a red solid used without further purification. 1H NMR: (400 MHz,... The reactants are NC1=NC2(COC1)c1cc(Br)ccc1Oc1cnc(Cl)cc12, CC(C)(C)CO, CCOC(C)=O, CS(C)=O, [H-], [Na+], O. Yields the product CC(C)(C)COc1cc2c(cn1)Oc1ccc(Br)cc1C21COCC(N)=N1. RXN SMILES: [Br:13][c:14]1[cH:15][c:16]2[c:26]([cH:27][cH:28]1)[O:25][c:19]1[c:18]([cH:23][c:22]([Cl:24])[n:21][cH:20]1)[C:17]21[CH2:29][O:30][CH2:31][C:32]([NH2:34])=[N:33]1.[CH3:1][C:2]([CH2:3][OH:4])([CH3:5])[CH3:6].[CH3:36][CH2:37][O:38][C:39]([CH3:40])=[O:41].[CH3:7][S:8]([CH3:9])=[O:10].[H-:11].[Na+:12].[OH2:35]>>[CH3:1][C:2]([CH2:3][O:4][c:22]1[n:21][cH:20][c:19]2[c:18]([cH:23]1)[C:17]1([c:16]3[cH:15][c:14]([Br:13])[cH:28][cH:27][c:26]3[O:25]2)[CH2:29][O:30][CH2:31][C:32]([NH2:34])=[N:33]1)([CH3:5])[CH3:6]. Reactants: C(C)(C)(C)OC(=O)N[C@H]([C@H](/C=C/C(=O)OC)O[Si](C)(C)C(C)(C)C)CC1=CC=CC=C1 (trans-(4S,5S)-Methyl 5-(t-Butyloxycarbonylamino)-4-(t-butyldimethylsilyloxy)-6-phenyl-2-hexenoate), solution, [F-].C(CCC)[N+](CCCC)(CCCC)CCCC (tetra-n-butylammonium fluoride). Run in O1CCCC1 (tetrahydrofuran), O1CCCC1 (tetrahydrofuran). Conditions: time 2 hour. Yields the product C(C)(C)(C)OC(=O)N[C@H]([C@H](/C=C/C(=O)OC)O)CC1=CC=CC=C1 (trans-(4S,5S)-Methyl 5-(t-Butyloxycarbonylamino)-4-hydroxy-6-phenyl-2-hexenoate). Isolated yield 48.8%. RXN SMILES: [C:1]([O:5][C:6]([NH:8][C@@H:9]([CH2:25][C:26]1[CH:31]=[CH:30][CH:29]=[CH:28][CH:27]=1)[C@@H:10]([O:17][Si](C(C)(C)C)(C)C)/[CH:11]=[CH:12]/[C:13]([O:15][CH3:16])=[O:14])=[O:7])([CH3:4])([CH3:3])[CH3:2].[F-].C([N+](CCCC)(CCCC)CCCC)CCC>O1CCCC1>[C:1]([O:5][C:6]([NH:8][C@@H:9]([CH2:25][C:26]1[CH:27]=[CH:28][CH:29]=[CH:30][CH:31]=1)[C@@H:10]([OH:17])/[CH:11]=[CH:12]/[C:13]([O:15][CH3:16])=[O:14])=[O:7])([CH3:4])([CH3:2])[CH3:3] |f:1.2|. Reported procedure: A solution of 1.0 g (2.2 mmol) of the resultant compound of Example 18 in 8 ml of tetrahydrofuran was treated with 2.2 ml (2.2 mmol) of a 1.0M solution of tetra-n-butylammonium fluoride in tetrahydrofuran. After being stirred under N2 atmosphere at ambient temperature for 2 h, the solution was concentrated in vacuo, and the residue was partitioned between ethyl acetate and brine. The organic layer was washed with brine, dried over Na2SO4, and concentrated in vacuo. Chromatography of the residue ... Reactants: C=CCCCCCC (1-octene), [Sn](I)(I)(I)I (tin iodide), [Cl-].[Ce+3].[Cl-].[Cl-] (cerium(III) chloride), [Cl-].[Cl-].[Ga+2] (gallium dichloride), [Cl-].[Cl-].[Cl-].[Al+3] (aluminium trichloride), [Sb](Cl)(Cl)Cl (antimony trichloride), [Sn](Cl)(Cl)(Cl)Cl (tin chloride), [Sn](Br)(Br)(Br)Br (tin bromide), ytterbium(H) chloride. Reagents/catalysts: [Fe](Br)Br (iron(II) bromide), [Fe](Cl)(Cl)Cl (iron(III) chloride), [Fe](Cl)Cl (iron(II) chloride). Yields the product CCCCCCC=CCCCCCC (7-tetradecene), C=C (ethylene). Reaction SMILES: [Sn](Cl)(Cl)(Cl)Cl.[Sn](Br)(Br)(Br)Br.[Sn](I)(I)(I)I.[Cl-].[Ce+3].[Cl-].[Cl-].[Sb](Cl)(Cl)Cl.[Cl-].[Cl-].[Ga+2].[Cl-].[Cl-].[Cl-].[Al+3].[CH2:31]=[CH:32][CH2:33][CH2:34][CH2:35][CH2:36][CH2:37][CH3:38]>[Fe](Cl)Cl.[Fe](Br)Br.[Fe](Cl)(Cl)Cl>[CH3:31][CH2:32][CH2:33][CH2:34][CH2:35][CH2:36][CH:37]=[CH:38][CH2:31][CH2:32][CH2:33][CH2:34][CH2:35][CH3:36].[CH2:31]=[CH2:32] |f:3.4.5.6,8.9.10,11.12.13.14,^1:25|. Procedure details: The increase in the activity of metathesis catalysts by means of salts was likewise examined in Inorganica Chimica Acta 359 (2006) 2910-2917. The influences of tin chloride, tin bromide, tin iodide, iron(II) chloride, iron(II) bromide, iron(III) chloride, cerium(III) chloride*7H2O, ytterbium(H) chloride, antimony trichloride, gallium dichloride and aluminium trichloride on the self-metathesis of 1-octene to form 7-tetradecene and ethylene were studied. When the Grubbs (I) catalyst was used, a si...